From a dataset of the Open Reaction Database (ORD), a public repository of structured organic reaction records. describe an organic reaction: reactants, conditions, products, and yield The reactants are C(#N)C1NC1 (2-cyanoaziridine), CC(C(=O)N=C=O)(C)C (trimethyl-acetyl isocyanate). The solvent is C1(=CC=CC=C1)C (toluene), C1(=CC=CC=C1)C (toluene). The product is C(C(C)(C)C)(=O)NC(=O)N1C(C1)C#N (1-(N-Pivaloyl-carbamoyl)-2-cyanoaziridine). Reaction SMILES: [C:1]([CH:3]1[CH2:5][NH:4]1)#[N:2].[CH3:6][C:7]([CH3:14])([CH3:13])[C:8]([N:10]=[C:11]=[O:12])=[O:9]>C1(C)C=CC=CC=1>[C:8]([NH:10][C:11]([N:4]1[CH2:5][CH:3]1[C:1]#[N:2])=[O:12])(=[O:9])[C:7]([CH3:14])([CH3:13])[CH3:6]. Reported procedure: A solution of 1.61 g. 2-cyanoaziridine in 30 ml. toluene is added dropwise at 20° to 30° C. to a solution of 3 g. trimethyl-acetyl isocyanate in 40 ml. anhydrous toluene and the reaction mixture then stirred for 1 hour at ambient temperature, whereafter the milky solution obtained is evaporated in a vacuum. The evaporation residue is rubbed with a glass rod until crystallization commences and the crystals obtained are triturated with diethyl ether. There is thus obtained 1.82 g. 1-(N-pivaloyl-ca...